This data is from the Open Reaction Database (ORD), a public repository of structured organic reaction records. The task is: describe an organic reaction: reactants, conditions, products, and yield Starting materials: O (water), FC(S(=O)(=O)[O-])(F)F.[Yb+3].FC(S(=O)(=O)[O-])(F)F.FC(S(=O)(=O)[O-])(F)F (Ytterbium trifluoromethanesulfonate), C1(=CC=CC=C1)S (thiophenol), O1[C@H](C(=O)OCCCC)[C@H]1C (n-butyl (2S,3R)-2,3-epoxybutyrate). Run in C(Cl)Cl (methylene chloride). Conditions: time 24 hour. Yields the product O[C@H](C(=S)OCCCC)[C@@H](C)C1=CC=CC=C1 (n-butyl(S)-2-hydroxy-(S)-3-phenylthiobutyrate). Yield: 81.3%. As a reaction SMILES: FC(F)(F)[S:3]([O-])(=O)=O.[Yb+3].FC(F)(F)S([O-])(=O)=O.FC(F)(F)S([O-])(=O)=O.[C:26]1(S)[CH:31]=[CH:30][CH:29]=[CH:28][CH:27]=1.[O:33]1[C@H:42]([CH3:43])[C@H:34]1[C:35]([O:37][CH2:38][CH2:39][CH2:40][CH3:41])=O.O>C(Cl)Cl>[OH:33][C@@H:34]([C@H:42]([C:26]1[CH:31]=[CH:30][CH:29]=[CH:28][CH:27]=1)[CH3:43])[C:35]([O:37][CH2:38][CH2:39][CH2:40][CH3:41])=[S:3] |f:0.1.2.3|. Reported procedure: Ytterbium trifluoromethanesulfonate [Yb(OTf)3] (196 mg) and thiophenol (0.032 mL) were sequentially added at room temperature to a solution of n-butyl (2S,3R)-2,3-epoxybutyrate (50 mg) in methylene chloride (3.0 mL), and the mixture was stirred at the same temperature for 24 hours. The reaction mixture was added to water (20 mL), and extracted with chloroform (20 mL×3). The organic layers were combined, and the combined organic layer was dried over sodium sulfate anhydrate and concentrated under... Reactants: O (water), C(C)OC(CCNCC(C(=O)OCC)C1=CC=CC=C1)=O (ethyl 3-[(3-ethoxy-3-oxopropyl)amino]-2-phenylpropanoate), C([O-])([O-])=O.[Na+].[Na+] (sodium carbonate), C(C1=CC=CC=C1)Br (benzyl bromide). The yield is 91.8%. Reported procedure: To a solution of ethyl 3-[(3-ethoxy-3-oxopropyl)amino]-2-phenylpropanoate (1.0 g) and sodium carbonate (0.72 g) in acetonitrile (2 ml), benzyl bromide (0.64 g) was added, and the reaction mixture was stirred at 75° C. for 2 hours. The reaction mixture was poured into water, and then the product was extracted with ethyl acetate. The organic layer was washed with saturated brine, dried, and then the solvent was evaporated under reduced pressure to obtain ethyl 3-[benzyl(3-ethoxy-3-oxopropyl)amino]... Yields the product C(C1=CC=CC=C1)N(CC(C(=O)OCC)C1=CC=CC=C1)CCC(=O)OCC (ethyl 3-[benzyl(3-ethoxy-3-oxopropyl)amino]-2-phenylpropanoate). Run in C(C)#N (acetonitrile). Reaction SMILES: [CH2:1]([O:3][C:4](=[O:21])[CH2:5][CH2:6][NH:7][CH2:8][CH:9]([C:15]1[CH:20]=[CH:19][CH:18]=[CH:17][CH:16]=1)[C:10]([O:12][CH2:13][CH3:14])=[O:11])[CH3:2].C(=O)([O-])[O-].[Na+].[Na+].[CH2:28](Br)[C:29]1[CH:34]=[CH:33][CH:32]=[CH:31][CH:30]=1.O>C(#N)C>[CH2:28]([N:7]([CH2:6][CH2:5][C:4]([O:3][CH2:1][CH3:2])=[O:21])[CH2:8][CH:9]([C:15]1[CH:16]=[CH:17][CH:18]=[CH:19][CH:20]=1)[C:10]([O:12][CH2:13][CH3:14])=[O:11])[C:29]1[CH:34]=[CH:33][CH:32]=[CH:31][CH:30]=1 |f:1.2.3|. Run at temperature 75 celsius, time 2 hour. Starting materials: C(CCCCCCC)NC=1SC=C(N1)C(=O)[O-] (2-octylaminothiazol-4-carboxylate), [H-].[Al+3].[Li+].[H-].[H-].[H-] (lithium aluminum hydride). Solvent: O1CCCC1 (tetrahydrofuran). Product: C(CCCCCCC)NC=1SC=C(N1)CO (2-Octylaminothiazol-4-ylmethanol). Reaction SMILES: [CH2:1]([NH:9][C:10]1[S:11][CH:12]=[C:13]([C:15]([O-])=[O:16])[N:14]=1)[CH2:2][CH2:3][CH2:4][CH2:5][CH2:6][CH2:7][CH3:8].[H-].[Al+3].[Li+].[H-].[H-].[H-]>O1CCCC1>[CH2:1]([NH:9][C:10]1[S:11][CH:12]=[C:13]([CH2:15][OH:16])[N:14]=1)[CH2:2][CH2:3][CH2:4][CH2:5][CH2:6][CH2:7][CH3:8] |f:1.2.3.4.5.6|. Reported procedure: The reaction described in preparabion 15 was repeated, but using 1.5 g of 2-octylaminothiazol-4-carboxylate, 0.2 g of lithium aluminum hydride and 30 ml of tetrahydrofuran, giving the title compound as a pale yellow oil. Reactants: CCN(C(C)C)C(C)C (DIEA), Cl.Cl.FC=1C=C(C=CC1)C=1C(=C2C(=NC1)NN=C2)N2CCNCC2 (5-(3-fluorophenyl)-4-(piperazin-1-yl)-1H-pyrazolo[3,4-b]pyridine dihydrochloride), C(C)(C)(C)OC(=O)N(C[C@@H](C(=O)O)C1=CC=C(C=C1)Cl)C(C)C ((S)-3-(tert-butoxycarbonyl(isopropyl)amino)-2-(4-chlorophenyl)propanoic acid), CN(C)C(=[N+](C)C)ON1C2=C(C=CC=C2)N=N1.[B-](F)(F)(F)F (TBTU). Run in C(Cl)Cl (DCM). Conditions: time 18 hour. The product is ClC1=CC=C(C=C1)[C@@H](CN(C(OC(C)(C)C)=O)C(C)C)C(=O)N1CCN(CC1)C1=C2C(=NC=C1C1=CC(=CC=C1)F)NN=C2 ((S)-tert-butyl 2-(4-chlorophenyl)-3-(4-(5-(3-fluorophenyl)-1H-pyrazolo[3,4-b]pyridin-4-yl)piperazin-1-yl)-3-oxopropyl(isopropyl)carbamate). As a reaction SMILES: CCN(C(C)C)C(C)C.Cl.Cl.[F:12][C:13]1[CH:14]=[C:15]([C:19]2[C:20]([N:28]3[CH2:33][CH2:32][NH:31][CH2:30][CH2:29]3)=[C:21]3[CH:27]=[N:26][NH:25][C:22]3=[N:23][CH:24]=2)[CH:16]=[CH:17][CH:18]=1.[C:34]([O:38][C:39]([N:41]([CH:54]([CH3:56])[CH3:55])[CH2:42][C@H:43]([C:47]1[CH:52]=[CH:51][C:50]([Cl:53])=[CH:49][CH:48]=1)[C:44](O)=[O:45])=[O:40])([CH3:37])([CH3:36])[CH3:35].CN(C(ON1N=NC2C=CC=CC1=2)=[N+](C)C)C.[B-](F)(F)(F)F>C(Cl)Cl>[Cl:53][C:50]1[CH:51]=[CH:52][C:47]([C@H:43]([C:44]([N:31]2[CH2:32][CH2:33][N:28]([C:20]3[C:19]([C:15]4[CH:16]=[CH:17][CH:18]=[C:13]([F:12])[CH:14]=4)=[CH:24][N:23]=[C:22]4[NH:25][N:26]=[CH:27][C:21]=34)[CH2:29][CH2:30]2)=[O:45])[CH2:42][N:41]([CH:54]([CH3:55])[CH3:56])[C:39](=[O:40])[O:38][C:34]([CH3:36])([CH3:35])[CH3:37])=[CH:48][CH:49]=1 |f:1.2.3,5.6|. Procedure: DIEA (d 0.742; 0.0790 mL, 0.454 mmol) was added to a solution of 5-(3-fluorophenyl)-4-(piperazin-1-yl)-1H-pyrazolo[3,4-b]pyridine dihydrochloride (0.070 g, 0.113 mmol), (S)-3-(tert-butoxycarbonyl(isopropyl)amino)-2-(4-chlorophenyl)propanoic acid (0.0388 g, 0.113 mmol, see Example B) and TBTU (0.0437 g, 0.136 mmol) in DCM (1 mL) and stirred at room temperature for 18 hours. The mixture was directly loaded onto a silica column and purified by chromatography (hexane:ethyl acetate, 1:1) to give (S)-... The reactants are CS(=O)C1=NN2C(C=N1)=CC=C2C=2N(C=CC2)CCC#N (3-[2-(2-methanesulfinyl-pyrrolo[2,1-f][1,2,4]triazin-7-yl)-pyrrol-1-yl]-propionitrile), NC=1C=C(NC(C)=O)C=CC1 (3′-aminoacetanilide). The product is C(#N)CCN1C(=CC=C1)C1=CC=C2C=NC(=NN21)NC=2C=C(C=CC2)NC(C)=O (N-(3-{7-[1-(2-Cyano-ethyl)-1H-pyrrol-2-yl]-pyrrolo[2,1-f][1,2,4]triazin-2-ylamino}-phenyl)-acetamide). RXN SMILES: CS([C:4]1[N:9]=[CH:8][C:7]2=[CH:10][CH:11]=[C:12]([C:13]3[N:14]([CH2:18][CH2:19][C:20]#[N:21])[CH:15]=[CH:16][CH:17]=3)[N:6]2[N:5]=1)=O.[NH2:22][C:23]1[CH:24]=[C:25]([CH:30]=[CH:31][CH:32]=1)[NH:26][C:27](=[O:29])[CH3:28]>>[C:20]([CH2:19][CH2:18][N:14]1[CH:15]=[CH:16][CH:17]=[C:13]1[C:12]1[N:6]2[C:7]([CH:8]=[N:9][C:4]([NH:22][C:23]3[CH:24]=[C:25]([NH:26][C:27](=[O:29])[CH3:28])[CH:30]=[CH:31][CH:32]=3)=[N:5]2)=[CH:10][CH:11]=1)#[N:21]. Reported procedure: Following the synthetic and purification procedures described in Example 1293d, 3-[2-(2-methanesulfinyl-pyrrolo[2,1-f][1,2,4]triazin-7-yl)-pyrrol-1-yl]-propionitrile (93 mg, 0.31 mmol) was coupled to 3′-aminoacetanilide (62 mg, 0.41 mmol) at 120° C. for 135 h to afford titled compound. Yield of TFA salt: 29 mg (19%) of gold powder. LC/MS: 386 (M+H); HPLC: 97% pure, RT=2.65 min; mp: 131-139° C.; 1H NMR: (DMSO, δ) 9.75 (s, 1H), 9.44 (s, 1H), 8.96 (s, 1H), 7.69 (s, 1H), 7.53 (d, J=7.4 ,1H), 7.12 (m... Starting materials: C(C1=CC=CC=C1)(=O)Cl (benzoyl chloride), C(CCC)C=1N(C(N(N1)C1=C(C=CC=C1)Cl)=O)CC1=CC=C(C=C1)C1=C(C=CC=C1)S(N)(=O)=O (5-n-butyl-2-(2-chlorophenyl)-2,4-dihydro-4-[(2'-sulfamoylbiphenyl-4-yl)methyl]-3H-1,2,4-triazol-3-one), NaH2PO4. The solvent is N1=CC=CC=C1 (pyridine). Reaction conditions: time 12 hour. The product is C(C1=CC=CC=C1)(=O)NS(=O)(=O)C1=C(C=CC=C1)C1=CC=C(C=C1)CN1C(N(N=C1CCCC)C1=C(C=CC=C1)Cl)=O (4-[[2'-(N-Benzoylsulfamoyl)biphenyl-4-yl]methyl]-5-n-butyl-2-(2-chlorophenyl)-2,4-dihydro-3H-1,2,4-triazol-3-one). Yield: 59.8%. Reaction SMILES: [CH2:1]([C:5]1[N:6]([CH2:18][C:19]2[CH:24]=[CH:23][C:22]([C:25]3[CH:30]=[CH:29][CH:28]=[CH:27][C:26]=3[S:31](=[O:34])(=[O:33])[NH2:32])=[CH:21][CH:20]=2)[C:7](=[O:17])[N:8]([C:10]2[CH:15]=[CH:14][CH:13]=[CH:12][C:11]=2[Cl:16])[N:9]=1)[CH2:2][CH2:3][CH3:4].[C:35](Cl)(=[O:42])[C:36]1[CH:41]=[CH:40][CH:39]=[CH:38][CH:37]=1>N1C=CC=CC=1>[C:35]([NH:32][S:31]([C:26]1[CH:27]=[CH:28][CH:29]=[CH:30][C:25]=1[C:22]1[CH:23]=[CH:24][C:19]([CH2:18][N:6]2[C:5]([CH2:1][CH2:2][CH2:3][CH3:4])=[N:9][N:8]([C:10]3[CH:15]=[CH:14][CH:13]=[CH:12][C:11]=3[Cl:16])[C:7]2=[O:17])=[CH:20][CH:21]=1)(=[O:33])=[O:34])(=[O:42])[C:36]1[CH:41]=[CH:40][CH:39]=[CH:38][CH:37]=1. Procedure details: To a solution of 41.4 mg (0.0834 mmole) of 5-n-butyl-2-(2-chlorophenyl)-2,4-dihydro-4-[(2'-sulfamoylbiphenyl-4-yl)methyl]-3H-1,2,4-triazol-3-one (from Step B) in 1 ml of dry pyridine stirred at room temperature under argon was added 97 μl (117 mg, 0.836 mmole) of benzoyl chloride. The resulting solution was stirred at room temperature for 12 hours and then treated with saturated NaH2PO4 solution. The mixture was extracted 3× with ethyl acetate. The combined organic extracts were washed with brin... Starting materials: CCOC(=O)c1cnn(Cc2nc(-c3cccc(NC(=O)COC)c3)cs2)c1, CCO, Cl, [Na+], [OH-]. Reaction SMILES: [CH3:1][O:2][CH2:3][C:4](=[O:5])[NH:6][c:7]1[cH:8][c:9](-[c:13]2[n:14][c:15]([CH2:18][n:19]3[n:20][cH:21][c:22]([C:24](=[O:25])[O:26][CH2:27][CH3:28])[cH:23]3)[s:16][cH:17]2)[cH:10][cH:11][cH:12]1.[CH3:32][CH2:33][OH:34].[ClH:31].[Na+:30].[OH-:29]>>[CH3:1][O:2][CH2:3][C:4](=[O:5])[NH:6][c:7]1[cH:8][c:9](-[c:13]2[n:14][c:15]([CH2:18][n:19]3[n:20][cH:21][c:22]([C:24](=[O:25])[OH:26])[cH:23]3)[s:16][cH:17]2)[cH:10][cH:11][cH:12]1. Product: COCC(=O)Nc1cccc(-c2csc(Cn3cc(C(=O)O)cn3)n2)c1. Reactants: CCc1nc(SC)ncc1CO, CI, CC#N. Product: CCc1nc(SC)ncc1COC. As a reaction SMILES: [CH2:1]([CH3:2])[c:3]1[n:4][c:5]([S:11][CH3:12])[n:6][cH:7][c:8]1[CH2:9][OH:10].[CH3:13][I:14].[CH3:15][C:16]#[N:17]>>[CH2:1]([CH3:2])[c:3]1[n:4][c:5]([S:11][CH3:12])[n:6][cH:7][c:8]1[CH2:9][O:10][CH3:13]. Reactants: NC1=NC=C(C=C1)Br (2-amino-5-bromo-pyridine), ClC=1C=CC(=C(C1)C1=NC2=NC=CC=C2C(=C1)B(O)O)F (2-(5-chloro-2-fluoro-phenyl)-[1,8]naphthyridine-4-boronic acid), C([O-])([O-])=O.[Cs+].[Cs+] (cesium carbonate), ClCCl (dichloromethane). The reagents and catalysts are [Pd].C1(=CC=CC=C1)P(C1=CC=CC=C1)C1=CC=CC=C1.C1(=CC=CC=C1)P(C1=CC=CC=C1)C1=CC=CC=C1.C1(=CC=CC=C1)P(C1=CC=CC=C1)C1=CC=CC=C1.C1(=CC=CC=C1)P(C1=CC=CC=C1)C1=CC=CC=C1 (tetrakis-(triphenylphosphine)-palladium(0)). The solvent is O1CCOCC1 (dioxane), O (water), O (water). Run at temperature 100 celsius, time 1 hour. The product is ClC=1C=CC(=C(C1)C1=NC2=NC=CC=C2C(=C1)C=1C=CC(=NC1)N)F (5-[2-(5-chloro-2-fluoro-phenyl)-[1,8]naphthyridin-4-yl]-pyridin-2-ylamine). RXN SMILES: [NH2:1][C:2]1[CH:7]=[CH:6][C:5](Br)=[CH:4][N:3]=1.[Cl:9][C:10]1[CH:11]=[CH:12][C:13]([F:29])=[C:14]([C:16]2[CH:25]=[C:24](B(O)O)[C:23]3[C:18](=[N:19][CH:20]=[CH:21][CH:22]=3)[N:17]=2)[CH:15]=1.C(=O)([O-])[O-].[Cs+].[Cs+].ClCCl>O1CCOCC1.O.[Pd].C1(P(C2C=CC=CC=2)C2C=CC=CC=2)C=CC=CC=1.C1(P(C2C=CC=CC=2)C2C=CC=CC=2)C=CC=CC=1.C1(P(C2C=CC=CC=2)C2C=CC=CC=2)C=CC=CC=1.C1(P(C2C=CC=CC=2)C2C=CC=CC=2)C=CC=CC=1>[Cl:9][C:10]1[CH:11]=[CH:12][C:13]([F:29])=[C:14]([C:16]2[CH:25]=[C:24]([C:5]3[CH:6]=[CH:7][C:2]([NH2:1])=[N:3][CH:4]=3)[C:23]3[C:18](=[N:19][CH:20]=[CH:21][CH:22]=3)[N:17]=2)[CH:15]=1 |f:2.3.4,8.9.10.11.12|. Procedure details: A slurry of 352 mg (2.04 mmol) 2-amino-5-bromo-pyridine, 678 mg (2.24 mmol) 2-(5-chloro-2-fluoro-phenyl)-[1,8]naphthyridine-4-boronic acid and 1.33 g (4.07 mmol) cesium carbonate in 10 ml dioxane and 2 ml water was heated to 80° C. under nitrogen. Then 118 mg (0.10 mmol) tetrakis-(triphenylphosphine)-palladium(0) were added and the reaction mixture was stirred for 1 hour at 100° C. The reaction mixture was cooled to room temperature and water and dichloromethane were added. The resulting precipi...